Dataset: the Open Reaction Database (ORD), a public repository of structured organic reaction records. Task: describe an organic reaction: reactants, conditions, products, and yield Starting materials: C1CCOC1, CC(C)n1c(=O)n(C(=O)NCC2CCN(CC3(C(=O)OC(C)(C)C)CCOCC3)CC2)c2ccccc21, Cl. The product is CC(C)n1c(=O)n(C(=O)NCC2CCN(CC3(C(=O)O)CCOCC3)CC2)c2ccccc21. RXN SMILES: [CH2:39]1[O:40][CH2:41][CH2:42][CH2:43]1.[CH:1]([CH3:2])([CH3:3])[n:4]1[c:5](=[O:37])[n:6]([C:13](=[O:14])[NH:15][CH2:16][CH:17]2[CH2:18][CH2:19][N:20]([CH2:23][C:24]3([C:30](=[O:31])[O:32][C:33]([CH3:34])([CH3:35])[CH3:36])[CH2:25][CH2:26][O:27][CH2:28][CH2:29]3)[CH2:21][CH2:22]2)[c:7]2[c:8]1[cH:9][cH:10][cH:11][cH:12]2.[ClH:38]>>[CH:1]([CH3:2])([CH3:3])[n:4]1[c:5](=[O:37])[n:6]([C:13](=[O:14])[NH:15][CH2:16][CH:17]2[CH2:18][CH2:19][N:20]([CH2:23][C:24]3([C:30](=[O:31])[OH:32])[CH2:25][CH2:26][O:27][CH2:28][CH2:29]3)[CH2:21][CH2:22]2)[c:7]2[c:8]1[cH:9][cH:10][cH:11][cH:12]2. Starting materials: [Na] (sodium), Cl (hydrochloric acid), [N+](=O)([O-])CC(=O)N (nitroacetamide), FC(F)(F)C(=O)C=COCC ((2-ethyloxyvinyl) trifluoromethyl ketone). Solvent: C(C)O (ethanol). Yields the product [N+](=O)([O-])C=1C(NC(=CC1)C(F)(F)F)=O (3-Nitro-6-trifluoromethyl-2(1H)-pyridone). The yield is 57.1%. Reaction SMILES: [Na].[N+:2]([CH2:5][C:6]([NH2:8])=[O:7])([O-:4])=[O:3].[F:9][C:10]([C:13]([CH:15]=[CH:16]OCC)=O)([F:12])[F:11].Cl>C(O)C>[N+:2]([C:5]1[C:6](=[O:7])[NH:8][C:13]([C:10]([F:12])([F:11])[F:9])=[CH:15][CH:16]=1)([O-:4])=[O:3] |^1:0|. Procedure details: To ethanol (1 L) was slowly added sodium metal (4.83 g, 0.21 mol). Once the metal had dissolved, nitroacetamide (21.8 g, 0.21 mol) and (2-ethyloxyvinyl) trifluoromethyl ketone (35 g, 0.21 mol) were added, and the suspension formed was heated at reflux for 16 hrs. The resulting mixture was acidified with aqueous hydrochloric acid (1 M) and concentrated in vacuo. The residue was taken up in ethyl acetate (1 L) and the solid formed removed by filtration. The filtrate was then concentrated and the r...